From a dataset of the Open Reaction Database (ORD), a public repository of structured organic reaction records. describe an organic reaction: reactants, conditions, products, and yield The product is COc1ccc(C(=O)O)cc1F. Reaction SMILES: [CH3:14][OH:15].[F:1][c:2]1[cH:3][c:4]([C:5](=[O:6])[O:7][CH3:8])[cH:9][cH:10][c:11]1[O:12][CH3:13].[K+:17].[OH-:16]>>[F:1][c:2]1[cH:3][c:4]([C:5](=[O:6])[OH:7])[cH:9][cH:10][c:11]1[O:12][CH3:13]. The reactants are CO, COC(=O)c1ccc(OC)c(F)c1, [K+], [OH-]. The reactants are O=C([O-])[O-], C=CC#N, CS(C)=O, Cl, [K+], [K+], COc1ccc2c(c1)N(c1ccccc1F)C(=O)C2N, O. Product: COc1ccc2c(c1)N(c1ccccc1F)C(=O)C2(N)CCC#N. As a reaction SMILES: [C:5](=[O:6])([O-:7])[O-:8].[CH2:1]=[CH:2][C:3]#[N:4].[CH3:11][S:12](=[O:13])[CH3:14].[ClH:15].[K+:10].[K+:9].[NH2:16][CH:17]1[C:18](=[O:35])[N:19]([c:28]2[c:29]([F:34])[cH:30][cH:31][cH:32][cH:33]2)[c:20]2[cH:21][c:22]([O:26][CH3:27])[cH:23][cH:24][c:25]21.[OH2:36]>>[CH2:1]([CH2:2][C:3]#[N:4])[C:17]1([NH2:16])[C:18](=[O:35])[N:19]([c:28]2[c:29]([F:34])[cH:30][cH:31][cH:32][cH:33]2)[c:20]2[cH:21][c:22]([O:26][CH3:27])[cH:23][cH:24][c:25]21. The reactants are BrBr (bromine), C(C=CC1=CC=CC=C1)(=O)O (Cinnamic acid), O (water). Run in C(C)(=O)O (acetic acid). Conditions: temperature 50 celsius, time 15 minute. Yields the product C1(=CC=CC=C1)C#CC(=O)O (phenylpropiolic acid). Isolated yield 75.3%. As a reaction SMILES: [C:1]([OH:11])(=[O:10])[CH:2]=[CH:3][C:4]1[CH:9]=[CH:8][CH:7]=[CH:6][CH:5]=1.BrBr.O>C(O)(=O)C>[C:4]1([C:3]#[C:2][C:1]([OH:11])=[O:10])[CH:9]=[CH:8][CH:7]=[CH:6][CH:5]=1. Procedure: Cinnamic acid (29.6 g) was dissolved in acetic acid (80 ml) under heating and then bromine (32 g) was added dropwise. After stirring at 50° C. for 15 minutes, the resulting mixture was allowed to cool under standing and water (100 ml) was gradually added. The white crystals formed were filtered, washed with water and dried (yield: 56 g). Potassium hydroxide (56 g) was dissolved into methanol (20 ml) and then the above crystals were added in small portions to this solution. The methanol was remov... The reactants are COC(=O)CCc1cccc(CNCc2ccc(-c3ncccn3)cc2)c1, Cn1cnc(S(=O)(=O)Cl)c1. Yields the product COC(=O)CCc1cccc(CN(Cc2ccc(-c3ncccn3)cc2)S(=O)(=O)c2cn(C)cn2)c1. Reaction SMILES: [CH3:1][O:2][C:3]([CH2:4][CH2:5][c:6]1[cH:7][c:8]([CH2:12][NH:13][CH2:14][c:15]2[cH:16][cH:17][c:18](-[c:21]3[n:22][cH:23][cH:24][cH:25][n:26]3)[cH:19][cH:20]2)[cH:9][cH:10][cH:11]1)=[O:27].[CH3:28][n:29]1[cH:30][n:31][c:32]([S:34](=[O:35])(=[O:36])[Cl:37])[cH:33]1>>[CH3:1][O:2][C:3]([CH2:4][CH2:5][c:6]1[cH:7][c:8]([CH2:12][N:13]([CH2:14][c:15]2[cH:16][cH:17][c:18](-[c:21]3[n:22][cH:23][cH:24][cH:25][n:26]3)[cH:19][cH:20]2)[S:34]([c:32]2[n:31][cH:30][n:29]([CH3:28])[cH:33]2)(=[O:35])=[O:36])[cH:9][cH:10][cH:11]1)=[O:27]. Reactants: C(C)OP(=O)(OCC)CC(=O)OCC (ethyl diethylphosphonoacetate), [H-].[Na+] (sodium hydride), C(C)OC(=O)N1CCC(CC1)=O (N-ethoxycarbonyl-4-piperidone). The solvent is COCCOC (1,2-dimethoxyethane). Conditions: time 1 hour. The product is C(C)OC(=O)N1CCC(CC1)=CC(=O)OCC (ethyl N-ethoxycarbonyl-4-piperidylideneacetate). The yield is 106.6%. RXN SMILES: [H-].[Na+].C(OP([CH2:11][C:12]([O:14][CH2:15][CH3:16])=[O:13])(OCC)=O)C.[CH2:17]([O:19][C:20]([N:22]1[CH2:27][CH2:26][C:25](=O)[CH2:24][CH2:23]1)=[O:21])[CH3:18]>COCCOC>[CH2:17]([O:19][C:20]([N:22]1[CH2:27][CH2:26][C:25](=[CH:11][C:12]([O:14][CH2:15][CH3:16])=[O:13])[CH2:24][CH2:23]1)=[O:21])[CH3:18] |f:0.1|. Procedure details: To a suspension of 4 g oily sodium hydride (60%) in 200 ml of anhydrous 1,2-dimethoxyethane, was added dropwise 23.6 g ethyl diethylphosphonoacetate at about 20° C., and the mixture was stirred at that temperature for about one hour. To the solution thus obtained, was added dropwise 17.1 g N-ethoxycarbonyl-4-piperidone at temperatures below 30° C., the mixture was stirred for an additional two hours, and the solvent was distilled off under reduced pressure. Ice water (100 ml) and ethyl acetate (... Reaction SMILES: [CH2:24]1[O:25][CH2:26][CH2:27][CH2:28]1.[CH3:1][Si:2]([N-:3][Si:4]([CH3:5])([CH3:6])[CH3:7])([CH3:8])[CH3:9].[Li+:10].[NH2:11][c:12]1[cH:13][c:14]2[cH:15][cH:16][nH:17][c:18]2[c:19]([C:21]([CH3:22])=[O:23])[cH:20]1>>[CH2:1]=[C:21]([c:19]1[c:18]2[c:14]([cH:13][c:12]([NH2:11])[cH:20]1)[cH:15][cH:16][nH:17]2)[CH3:22]. Starting materials: C1CCOC1, C[Si](C)(C)[N-][Si](C)(C)C, [Li+], CC(=O)c1cc(N)cc2cc[nH]c12. Product: C=C(C)c1cc(N)cc2cc[nH]c12. Reactants: CC1CC2=C(CCCCCCCCCC2)C1, I. The product is CC1C=C2CCCCCCCCCCC2C1. As a reaction SMILES: [CH3:1][CH:2]1[CH2:3][C:4]2=[C:15]([CH2:14][CH2:13][CH2:12][CH2:11][CH2:10][CH2:9][CH2:8][CH2:7][CH2:6][CH2:5]2)[CH2:16]1.[I:17]>>[CH3:1][CH:2]1[CH:3]=[C:4]2[CH2:5][CH2:6][CH2:7][CH2:8][CH2:9][CH2:10][CH2:11][CH2:12][CH2:13][CH2:14][CH:15]2[CH2:16]1.